This data is from the Open Reaction Database (ORD), a public repository of structured organic reaction records. The task is: describe an organic reaction: reactants, conditions, products, and yield Reactants: COC(=O)CCc1ccc(OCC2CCC3(CCCCCC3)C2)cc1, CCO, [Na+], [OH-]. The product is O=C(O)CCc1ccc(OCC2CCC3(CCCCCC3)C2)cc1. As a reaction SMILES: [CH3:1][O:2][C:3]([CH2:4][CH2:5][c:6]1[cH:7][cH:8][c:9]([O:12][CH2:13][CH:14]2[CH2:15][C:16]3([CH2:17][CH2:18]2)[CH2:19][CH2:20][CH2:21][CH2:22][CH2:23][CH2:24]3)[cH:10][cH:11]1)=[O:25].[CH3:28][CH2:29][OH:30].[Na+:27].[OH-:26]>>[O:2]=[C:3]([CH2:4][CH2:5][c:6]1[cH:7][cH:8][c:9]([O:12][CH2:13][CH:14]2[CH2:15][C:16]3([CH2:17][CH2:18]2)[CH2:19][CH2:20][CH2:21][CH2:22][CH2:23][CH2:24]3)[cH:10][cH:11]1)[OH:25]. Starting materials: CCC1(OC(C)=O)C(=O)OCc2c1cc1n(c2=O)Cc2c-1nc1cccc3nc(SC)n(CCC(C)C)c2c13, C1COCCO1, CO, Cl, NN. The product is CCC1(O)C(=O)OCc2c1cc1n(c2=O)Cc2c-1nc1cccc3nc(SC)n(CCC(C)C)c2c13. Reaction SMILES: [C:1](=[O:2])([CH3:3])[O:4][C:5]1([CH2:38][CH3:39])[C:6](=[O:37])[O:7][CH2:8][c:9]2[c:10](=[O:36])[n:11]3[c:33]([cH:34][c:35]21)-[c:14]1[c:13]([c:18]2[c:17]4[c:16]([n:15]1)[cH:25][cH:24][cH:23][c:22]4[n:21][c:20]([S:26][CH3:27])[n:19]2[CH2:28][CH2:29][CH:30]([CH3:31])[CH3:32])[CH2:12]3.[CH2:45]1[O:46][CH2:47][CH2:48][O:49][CH2:50]1.[CH3:43][OH:44].[ClH:42].[NH2:40][NH2:41]>>[OH:4][C:5]1([CH2:38][CH3:39])[C:6](=[O:37])[O:7][CH2:8][c:9]2[c:10](=[O:36])[n:11]3[c:33]([cH:34][c:35]21)-[c:14]1[c:13]([c:18]2[c:17]4[c:16]([n:15]1)[cH:25][cH:24][cH:23][c:22]4[n:21][c:20]([S:26][CH3:27])[n:19]2[CH2:28][CH2:29][CH:30]([CH3:31])[CH3:32])[CH2:12]3. Reactants: O=C([O-])[O-], C=CCn1c(N)nc(N2CCc3ccccc3CC2)c(C#N)c1=O, CN(C)C=O, [K+], [K+]. The product is C=CCn1c(NC=O)nc(N2CCc3ccccc3CC2)c(C#N)c1=O. As a reaction SMILES: [C:25]([O-:26])(=[O:27])[O-:28].[CH2:1]([CH:2]=[CH2:3])[n:4]1[c:5]([NH2:24])[n:6][c:7]([N:13]2[CH2:14][CH2:15][c:16]3[c:17]([cH:20][cH:21][cH:22][cH:23]3)[CH2:18][CH2:19]2)[c:8]([C:11]#[N:12])[c:9]1=[O:10].[CH3:31][N:32]([CH3:33])[CH:34]=[O:35].[K+:29].[K+:30]>>[CH2:1]([CH:2]=[CH2:3])[n:4]1[c:5]([NH:24][CH:25]=[O:26])[n:6][c:7]([N:13]2[CH2:14][CH2:15][c:16]3[c:17]([cH:20][cH:21][cH:22][cH:23]3)[CH2:18][CH2:19]2)[c:8]([C:11]#[N:12])[c:9]1=[O:10]. Starting materials: CC=1C=NC=2CCCCC2C1 (5,6,7,8-tetrahydro-3-methylquinoline), C(C)(=O)OC(C)=O (acetic anhydride). Procedure details: A mixture of 5,6,7,8-tetrahydro-3-methylquinoline (20 ml), m-hydroxybenzaldehyde (20 g), acetic anhydride (50 ml) and ZnCl2 (1 g) was heated at reflux for 31/2 hours. The solvent was removed by evaporation and the residue dissolved in ethyl acetate (300 ml). The solution was extracted with 2N HCl, and the acidic phase was washed once with ethyl acetate. It was then basified (Na2CO3) and the product extracted into a mixture of diethyl ether and ethyl acetate. The solvent was removed by evaporatio... The product is C(C)(=O)OC=1C=C(\C=C\2/CCCC=3C=C(C=NC23)C)C=CC1 (E-8-(3-Acetoxybenzylidene)-5,6,7,8-tetrahydro-3-methylquinoline), hemihydrate. The reagents and catalysts are [Cl-].[Cl-].[Zn+2] (ZnCl2). RXN SMILES: [CH3:1][C:2]1[CH:3]=[N:4][C:5]2[CH2:6][CH2:7][CH2:8][CH2:9][C:10]=2[CH:11]=1.[C:12]([O:15][C:16](=[O:18])[CH3:17])(=O)[CH3:13]>[Cl-].[Cl-].[Zn+2]>[C:16]([O:15][C:12]1[CH:1]=[C:2]([CH:11]=[CH:10][CH:13]=1)/[CH:3]=[C:6]1\[CH2:7][CH2:8][CH2:9][C:10]2[CH:11]=[C:2]([CH3:1])[CH:3]=[N:4][C:5]\1=2)(=[O:18])[CH3:17] |f:2.3.4|. Reactants: [BH4-], C1COCCN1, CC(C)[O-], CC(=O)c1ccco1, CC(C)[O-], CC(C)[O-], CC(C)[O-], CO, [Na+], [Ti+4]. The product is CC(c1ccco1)N1CCOCC1. RXN SMILES: [BH4-:15].[CH2:9]1[CH2:10][O:11][CH2:12][CH2:13][NH:14]1.[CH3:17][CH:18]([CH3:19])[O-:20].[CH3:1][C:2](=[O:3])[c:4]1[cH:5][cH:6][cH:7][o:8]1.[CH3:22][CH:23]([CH3:24])[O-:25].[CH3:26][CH:27]([CH3:28])[O-:29].[CH3:30][CH:31]([CH3:32])[O-:33].[CH3:34][OH:35].[Na+:16].[Ti+4:21]>>[CH3:1][CH:2]([c:4]1[cH:5][cH:6][cH:7][o:8]1)[N:14]1[CH2:9][CH2:10][O:11][CH2:12][CH2:13]1. The reactants are ClC1=C(C(=O)O)C=CC=C1 (2-chlorobenzoic acid), NCC1(CCC(CC1)(F)F)C=1C=CC(=NC1)C(C)(C)O (2-[5-(1-aminomethyl-4,4-difluoro-cyclohexyl)-pyridin-2-yl]-propan-2-ol). Yields the product ClC1=C(C(=O)NCC2(CCC(CC2)(F)F)C=2C=NC(=CC2)C(C)(C)O)C=CC=C1 (2-Chloro-N-[[4,4-difluoro-1-[6-(1-hydroxy-1-methyl-ethyl)-3-pyridyl]cyclohexyl]methyl]benzamide). Reaction SMILES: [Cl:1][C:2]1[CH:10]=[CH:9][CH:8]=[CH:7][C:3]=1[C:4]([OH:6])=O.[NH2:11][CH2:12][C:13]1([C:21]2[CH:22]=[CH:23][C:24]([C:27]([OH:30])([CH3:29])[CH3:28])=[N:25][CH:26]=2)[CH2:18][CH2:17][C:16]([F:20])([F:19])[CH2:15][CH2:14]1>>[Cl:1][C:2]1[CH:10]=[CH:9][CH:8]=[CH:7][C:3]=1[C:4]([NH:11][CH2:12][C:13]1([C:21]2[CH:26]=[N:25][C:24]([C:27]([OH:30])([CH3:28])[CH3:29])=[CH:23][CH:22]=2)[CH2:18][CH2:17][C:16]([F:20])([F:19])[CH2:15][CH2:14]1)=[O:6]. Procedure details: From 2-chlorobenzoic acid and 2-[5-(1-aminomethyl-4,4-difluoro-cyclohexyl)-pyridin-2-yl]-propan-2-ol. LCMS (MH+): m/z=423.2, tR (minutes, Method F)=1.78